Dataset: the Open Reaction Database (ORD), a public repository of structured organic reaction records. Task: describe an organic reaction: reactants, conditions, products, and yield Reactants: N[C@H](CC(=O)OCC1=CC=CC=C1)CN(C)C ((R)-benzyl 3-amino-4-(dimethylamino)butanoate), O1N=C(C=C1)C1=CC=C(S1)S(=O)(=O)Cl (5-(isoxazol-3-yl)thiophene-2-sulfonyl chloride). Product: CN(C[C@@H](CC(=O)OCC1=CC=CC=C1)NS(=O)(=O)C=1SC(=CC1)C1=NOC=C1)C ((R)-benzyl 4-(dimethylamino)-3-(5-(isoxazol-3-yl)thiophene-2-sulfonamido)butanoate). The yield is 84.0%. Reaction SMILES: [NH2:1][C@@H:2]([CH2:14][N:15]([CH3:17])[CH3:16])[CH2:3][C:4]([O:6][CH2:7][C:8]1[CH:13]=[CH:12][CH:11]=[CH:10][CH:9]=1)=[O:5].[O:18]1[CH:22]=[CH:21][C:20]([C:23]2[S:27][C:26]([S:28](Cl)(=[O:30])=[O:29])=[CH:25][CH:24]=2)=[N:19]1>>[CH3:17][N:15]([CH3:16])[CH2:14][C@H:2]([NH:1][S:28]([C:26]1[S:27][C:23]([C:20]2[CH:21]=[CH:22][O:18][N:19]=2)=[CH:24][CH:25]=1)(=[O:29])=[O:30])[CH2:3][C:4]([O:6][CH2:7][C:8]1[CH:13]=[CH:12][CH:11]=[CH:10][CH:9]=1)=[O:5]. Reported procedure: According to the method described in example S20a, (R)-benzyl 3-amino-4-(dimethylamino)butanoate (27 mg, 0.086 mmol) was reacted with 5-(isoxazol-3-yl)thiophene-2-sulfonyl chloride to yield the title compound as a white solid (38 mg, 84%). MS ESI 450.2 [M+H]+, calcd for [C20H23N3O5S2+H]+ 450.11